The task is: describe an organic reaction: reactants, conditions, products, and yield. This data is from the Open Reaction Database (ORD), a public repository of structured organic reaction records. The reactants are C(C1=CC=CC=C1)SC1=CC=C2C(=NC(=NC2=C1)C)C1=C(C=C(C#N)C=C1)OC (4-(7-(benzylthio)-2-methylquinazolin-4-yl)-3-methoxybenzonitrile), CC(=O)O.O (HOAc water), O (water), ClN1C(N(C(C1(C)C)=O)Cl)=O (1,3-dichloro-5,5-dimethylimidazolidine-2,4-dione). Solvent: C(Cl)Cl (DCM). Conditions: time 15 minute. Yields the product C(#N)C1=CC(=C(C=C1)C1=NC(=NC2=CC(=CC=C12)S(=O)(=O)Cl)C)OC (4-(4-cyano-2-methoxyphenyl)-2-methylquinazoline-7-sulfonyl chloride). Isolated yield 61.3%. As a reaction SMILES: C([S:8][C:9]1[CH:18]=[C:17]2[C:12]([C:13]([C:20]3[CH:27]=[CH:26][C:23]([C:24]#[N:25])=[CH:22][C:21]=3[O:28][CH3:29])=[N:14][C:15]([CH3:19])=[N:16]2)=[CH:11][CH:10]=1)C1C=CC=CC=1.CC(O)=O.[OH2:34].[Cl:35]N1C(C)(C)C(=O)N(Cl)C1=O.[OH2:46]>C(Cl)Cl>[C:24]([C:23]1[CH:26]=[CH:27][C:20]([C:13]2[C:12]3[C:17](=[CH:18][C:9]([S:8]([Cl:35])(=[O:46])=[O:34])=[CH:10][CH:11]=3)[N:16]=[C:15]([CH3:19])[N:14]=2)=[C:21]([O:28][CH3:29])[CH:22]=1)#[N:25] |f:1.2|. Reported procedure: A solution of 4-(7-(benzylthio)-2-methylquinazolin-4-yl)-3-methoxybenzonitrile (0.371 g, 0.933 mmol) in 8 mL DCM and 0.2 mL (3:2 HOAc/water) solution was cooled to 0° C. and was treated with 1,3-dichloro-5,5-dimethylimidazolidine-2,4-dione (0.368 g, 1.867 mmol). After stirring for 15 minutes, LC/MS showed mostly product, so the reaction mixture was diluted with water. The layers were separated, and the organics were dried over MgSO4 and concentrated. Purification of the crude residue by silica g... Starting materials: [OH-].[Na+] (sodium hydroxide), ClC1=CC=C(C=O)C=C1 (4-chlorobenzaldehyde), Cl.NO (hydroxylamine hydrochloride), CO (methanol), ice. Run in O (water). Conditions: time 2 hour. The product is ClC1=CC=C(C=NO)C=C1 (4-chloro-benzaldehyde oxime). Yield: 81.5%. As a reaction SMILES: [Cl:1][C:2]1[CH:9]=[CH:8][C:5]([CH:6]=O)=[CH:4][CH:3]=1.Cl.[NH2:11][OH:12].CO.[OH-].[Na+]>O>[Cl:1][C:2]1[CH:9]=[CH:8][C:5]([CH:6]=[N:11][OH:12])=[CH:4][CH:3]=1 |f:1.2,4.5|. Procedure: To a suspension of 4-chlorobenzaldehyde (70 g, 0.50 mol) and hydroxylamine hydrochloride (38.06 g, 0.55 mol) in a mixture of water (125 ml), methanol (150 ml) and ice (215 ml) was added an aqueous solution of sodium hydroxide (43.82 g NaOH in 100 ml water). Ice was occasionally added to keep the temperature below room temperature. The resulting almost clear solution was stirred for two hours before it was extracted with methyl t-butyl ether (500 ml). The remaining aqueous layer was acidified wit... Reactants: C([O-])([O-])=O.[K+].[K+] (potassium carbonate), [N+](=O)(O)[O-] (nitric acid), C(C)(=O)OC(C)=O (acetic anhydride), OCC1=NC(=CC=C1)Cl (2-Hydroxymethyl-6-chloropyridine). Product: O([N+](=O)[O-])CC1=NC(=CC=C1)Cl (2-nitroxymethyl-6-chloropyridine). Reaction SMILES: [N+:1]([O-:4])([OH:3])=[O:2].C(OC(=O)C)(=O)C.O[CH2:13][C:14]1[CH:19]=[CH:18][CH:17]=[C:16]([Cl:20])[N:15]=1.C(=O)([O-])[O-].[K+].[K+]>>[O:2]([CH2:13][C:14]1[CH:19]=[CH:18][CH:17]=[C:16]([Cl:20])[N:15]=1)[N+:1]([O-:4])=[O:3] |f:3.4.5|. Reported procedure: Fuming nitric acid (1.57 ml) was added dropwise to acetic anhydride (3.54 ml) with stirring at 0° to 5° C. 2-Hydroxymethyl-6-chloropyridine (3.59 g) was added thereto. The resulting mixture was stirred for 20 minutes at 0° C. to 5° C. The resulting mixture was alkalized weakly with an aqueous potassium carbonate solution, extracted with chloroform, washed with water, dried over anhydrous magnesium sulfate, and concentrated under reduced pressure. The residue obtained was subjected to column chro... Reactants: [Li+].[BH4-] (LiBH4), C(C)(=O)N1C2CC(CC1CC2)C2=NSC(=N2)NC2=C(C=C(C=N2)SCC(=O)OC)OC=2C(=NC=CC2)C (Methyl 2-(6-(3-(8-acetyl-8-azabicyclo[3.2.1]octan-3-yl)-1,2,4-thiadiazol-5-ylamino)-5-(2-methylpyridin-3-yloxy)pyridin-3-ylthio)acetate), [H-].[H-].[H-].[H-].[Li+].[Al+3] (LiAlH4). Run in C1CCOC1 (THF). Reaction conditions: time 30 minute. Product: OCCSC=1C=C(C(=NC1)NC1=NC(=NS1)C1CC2CCC(C1)N2C(C)=O)OC=2C(=NC=CC2)C (1-(3-(5-(5-(2-hydroxyethylthio)-3-(2-methylpyridin-3-yloxy)pyridin-2-ylamino)-1,2,4-thiadiazol-3-yl)-8-azabicyclo[3.2.1]octan-8-yl)ethanone). The yield is 26.3%. Reaction SMILES: [C:1]([N:4]1[CH:9]2[CH2:10][CH2:11][CH:5]1[CH2:6][CH:7]([C:12]1[N:16]=[C:15]([NH:17][C:18]3[N:23]=[CH:22][C:21]([S:24][CH2:25][C:26](OC)=[O:27])=[CH:20][C:19]=3[O:30][C:31]3[C:32]([CH3:37])=[N:33][CH:34]=[CH:35][CH:36]=3)[S:14][N:13]=1)[CH2:8]2)(=[O:3])[CH3:2].[Li+].[BH4-].[H-].[H-].[H-].[H-].[Li+].[Al+3]>C1COCC1>[OH:27][CH2:26][CH2:25][S:24][C:21]1[CH:20]=[C:19]([O:30][C:31]2[C:32]([CH3:37])=[N:33][CH:34]=[CH:35][CH:36]=2)[C:18]([NH:17][C:15]2[S:14][N:13]=[C:12]([CH:7]3[CH2:6][CH:5]4[N:4]([C:1](=[O:3])[CH3:2])[CH:9]([CH2:10][CH2:11]4)[CH2:8]3)[N:16]=2)=[N:23][CH:22]=1 |f:1.2,3.4.5.6.7.8|. Reported procedure: Methyl 2-(6-(3-(8-acetyl-8-azabicyclo[3.2.1]octan-3-yl)-1,2,4-thiadiazol-5-ylamino)-5-(2-methylpyridin-3-yloxy)pyridin-3-ylthio)acetate (Prepared in Example 174, step d; 210 mg, 0.388 mmol) was dissolved in THF (4 mL) and LiBH4 (194 μL, 0.194 mmol) was added and stirred at ambient temperature for 30 minutes The reaction was cooled to 0° C. and LiAlH4 (194 μL, 0.194 mmol) was added and stirred for 20 minutes. The reaction was quenched with water and sodium sulfate, stirred for 10 minutes, filtere... Reported procedure: 3-(3,5-di-tert.butyl-2-hydroxybenzyl)-benzothiazole-2-thione (compound 31) is prepared by heating 0.2 mol 2-mercaptobenzothiazole, 0.2 mol of 2,4-di-tert.butylphenol and 0.2 mol of paraformaldehyd in the presence of 1 ml of dibutylamine at 150° for 4 hours and crystallising the product from ethanol. Reactants: SC=1SC2=C(N1)C=CC=C2 (2-mercaptobenzothiazole), C(C)(C)(C)C1=C(C=CC(=C1)C(C)(C)C)O (2,4-di-tert.butylphenol), C=O (paraformaldehyd), C(CCC)NCCCC (dibutylamine). As a reaction SMILES: [SH:1][C:2]1[S:3][C:4]2[CH:10]=[CH:9][CH:8]=[CH:7][C:5]=2[N:6]=1.[C:11]([C:15]1[CH:20]=[C:19]([C:21]([CH3:24])([CH3:23])[CH3:22])[CH:18]=[CH:17][C:16]=1[OH:25])([CH3:14])([CH3:13])[CH3:12].C=O.[CH2:28](NCCCC)CCC>>[C:11]([C:15]1[C:16]([OH:25])=[C:17]([CH:18]=[C:19]([C:21]([CH3:24])([CH3:23])[CH3:22])[CH:20]=1)[CH2:28][N:6]1[C:5]2[CH:7]=[CH:8][CH:9]=[CH:10][C:4]=2[S:3][C:2]1=[S:1])([CH3:14])([CH3:13])[CH3:12]. Yields the product C(C)(C)(C)C=1C(=C(CN2C(SC3=C2C=CC=C3)=S)C=C(C1)C(C)(C)C)O (3-(3,5-di-tert.butyl-2-hydroxybenzyl)-benzothiazole-2-thione).